Dataset: the Open Reaction Database (ORD), a public repository of structured organic reaction records. Task: describe an organic reaction: reactants, conditions, products, and yield Starting materials: CN(C)C=O (DMF), ClC1=C(C=C(C(=C1)O)[N+](=O)[O-])C=1C(N(C(=CC1)C(F)(F)F)C)=O (3-(2-chloro-4-hydroxy-5-nitrophenyl)-1-methyl-6-trifluoromethyl-2(1H)-pyridone), C([O-])([O-])=O.[K+].[K+] (potassium carbonate), BrC(C(=O)OCC)C (ethyl 2-bromopropionate). Solvent: O (water). Reaction conditions: temperature 60 celsius, time 2 hour. Product: ClC1=C(C=C(C(=C1)OC(C)C(=O)OCC)[N+](=O)[O-])C=1C(N(C(=CC1)C(F)(F)F)C)=O (3-[2-chloro-4-(1-ethoxycarbonylethoxy)-5-nitrophenyl]-1-methyl-6-trifluoromethyl-2(1H)-pyridone). Yield: 91.2%. RXN SMILES: CN(C=O)C.[Cl:6][C:7]1[CH:12]=[C:11]([OH:13])[C:10]([N+:14]([O-:16])=[O:15])=[CH:9][C:8]=1[C:17]1[C:18](=[O:28])[N:19]([CH3:27])[C:20]([C:23]([F:26])([F:25])[F:24])=[CH:21][CH:22]=1.C(=O)([O-])[O-].[K+].[K+].Br[CH:36]([CH3:42])[C:37]([O:39][CH2:40][CH3:41])=[O:38]>O>[Cl:6][C:7]1[CH:12]=[C:11]([O:13][CH:36]([C:37]([O:39][CH2:40][CH3:41])=[O:38])[CH3:42])[C:10]([N+:14]([O-:16])=[O:15])=[CH:9][C:8]=1[C:17]1[C:18](=[O:28])[N:19]([CH3:27])[C:20]([C:23]([F:24])([F:25])[F:26])=[CH:21][CH:22]=1 |f:2.3.4|. Procedure details: To 10 ml of DMF, 0.8 g (2.2 mmol) of 3-(2-chloro-4-hydroxy-5-nitrophenyl)-1-methyl-6-trifluoromethyl-2(1H)-pyridone, 0.42 g (3.0 mmol) of potassium carbonate and 0.56 g (3.3 mmol) of ethyl 2-bromopropionate were added, followed by heating and stirring at 60° C. for 2 hours. After completion of the reaction, the reaction solution was poured into water and extracted with ethyl acetate. The organic layer was washed with water and dried over anhydrous magnesium sulfate. The organic layer was distill... Yields the product CCOC(=O)c1c(C)c[nH]c1C. RXN SMILES: [CH2:1]([CH3:2])[O:3][C:4](=[O:5])[c:6]1[c:7]([CH3:19])[c:8]([C:12]([O:13][C:14]([CH3:15])([CH3:16])[CH3:17])=[O:18])[nH:9][c:10]1[CH3:11].[CH:21]([OH:22])([CH3:23])[CH3:24].[ClH:20]>>[CH2:1]([CH3:2])[O:3][C:4](=[O:5])[c:6]1[c:7]([CH3:19])[cH:8][nH:9][c:10]1[CH3:11]. Starting materials: CCOC(=O)c1c(C)[nH]c(C(=O)OC(C)(C)C)c1C, CC(C)O, Cl. Reactants: OC1=C(C(=O)OC)C=CC(=C1)O (methyl 2,4-dihydroxybenzoate), C([O-])([O-])=O.[K+].[K+] (potassium carbonate), C(C1=CC=CC=C1)Br (benzyl bromide), Cl (HCl). Solvent: CC(=O)C (acetone). Product: OC1=C(C(=O)OC)C=CC(=C1)OCC1=CC=CC=C1 (Methyl 2-hydroxy-4-benzyloxybenzoate). Isolated yield 60.0%. As a reaction SMILES: [OH:1][C:2]1[CH:11]=[C:10]([OH:12])[CH:9]=[CH:8][C:3]=1[C:4]([O:6][CH3:7])=[O:5].C(=O)([O-])[O-].[K+].[K+].[CH2:19](Br)[C:20]1[CH:25]=[CH:24][CH:23]=[CH:22][CH:21]=1.Cl>CC(C)=O>[OH:1][C:2]1[CH:11]=[C:10]([O:12][CH2:19][C:20]2[CH:25]=[CH:24][CH:23]=[CH:22][CH:21]=2)[CH:9]=[CH:8][C:3]=1[C:4]([O:6][CH3:7])=[O:5] |f:1.2.3|. Procedure: To a solution of methyl 2,4-dihydroxybenzoate (50 gm, 300 mmol) in acetone (1 L) was added potassium carbonate (150 gm) and benzyl bromide (37 mL, 1.1 eq). The mixture was refluxed for 6 hours and cooled to ambient temperature. The reaction was poured into ice cold aqueous 1M HCl (1 L) and the aqueous mixture was extracted with ether (3×500 mL). The combined organic extracts were dried over MgSO4 and filtered and the solvent was removed under reduced pressure. Methyl 2-hydroxy-4-benzyloxybenzoat... Starting materials: CCc1nc2c(cnn2CC)c(NC2CCOCC2)c1CNC(=O)c1cccc(C=O)c1, NCC(O)c1ccc(O)c2[nH]c(=O)ccc12. The product is CCc1nc2c(cnn2CC)c(NC2CCOCC2)c1CNC(=O)c1cccc(CNCC(O)c2ccc(O)c3[nH]c(=O)ccc23)c1. Reaction SMILES: [CH2:17]([CH3:18])[n:19]1[n:20][cH:21][c:22]2[c:23]1[n:24][c:25]([CH2:47][CH3:48])[c:26]([CH2:35][NH:36][C:37]([c:38]1[cH:39][c:40]([CH:44]=[O:45])[cH:41][cH:42][cH:43]1)=[O:46])[c:27]2[NH:28][CH:29]1[CH2:30][CH2:31][O:32][CH2:33][CH2:34]1.[NH2:1][CH2:2][CH:3]([OH:4])[c:5]1[c:6]2[cH:7][cH:8][c:9](=[O:16])[nH:10][c:11]2[c:12]([OH:15])[cH:13][cH:14]1>>[NH:1]([CH2:2][CH:3]([OH:4])[c:5]1[c:6]2[cH:7][cH:8][c:9](=[O:16])[nH:10][c:11]2[c:12]([OH:15])[cH:13][cH:14]1)[CH2:44][c:40]1[cH:39][c:38]([C:37]([NH:36][CH2:35][c:26]2[c:25]([CH2:47][CH3:48])[n:24][c:23]3[n:19]([CH2:17][CH3:18])[n:20][cH:21][c:22]3[c:27]2[NH:28][CH:29]2[CH2:30][CH2:31][O:32][CH2:33][CH2:34]2)=[O:46])[cH:43][cH:42][cH:41]1.